From a dataset of the Open Reaction Database (ORD), a public repository of structured organic reaction records. describe an organic reaction: reactants, conditions, products, and yield The reactants are [H-].[Na+] (sodium hydride), COC1=NC2=CC=CC=C2C=C1NC(=O)N1CCN(CC1)C1=CC(=CC(=C1)OC)OC (1-[(2-methoxyquinolin-3-yl)aminocarbonyl]-4-(3,5-dimethoxyphenyl)piperazine), BrCC1CC1 (Bromomethylcyclopropane). Solvent: CN(C=O)C (dimethylformamide). Conditions: time 15 minute. Yields the product C1(CC1)CN(C(=O)N1CCN(CC1)C1=CC(=CC(=C1)OC)OC)C=1C(=NC2=CC=CC=C2C1)OC (1-[N-Cyclopropylmethyl-N-(2-methoxyquinolin-3-yl)aminocarbonyl]-4-(3,5-dimethoxyphenyl)piperazine). Isolated yield 78.0%. RXN SMILES: [CH3:1][O:2][C:3]1[C:12]([NH:13][C:14]([N:16]2[CH2:21][CH2:20][N:19]([C:22]3[CH:27]=[C:26]([O:28][CH3:29])[CH:25]=[C:24]([O:30][CH3:31])[CH:23]=3)[CH2:18][CH2:17]2)=[O:15])=[CH:11][C:10]2[C:5](=[CH:6][CH:7]=[CH:8][CH:9]=2)[N:4]=1.[H-].[Na+].Br[CH2:35][CH:36]1[CH2:38][CH2:37]1>CN(C)C=O>[CH:36]1([CH2:35][N:13]([C:12]2[C:3]([O:2][CH3:1])=[N:4][C:5]3[C:10]([CH:11]=2)=[CH:9][CH:8]=[CH:7][CH:6]=3)[C:14]([N:16]2[CH2:21][CH2:20][N:19]([C:22]3[CH:27]=[C:26]([O:28][CH3:29])[CH:25]=[C:24]([O:30][CH3:31])[CH:23]=3)[CH2:18][CH2:17]2)=[O:15])[CH2:38][CH2:37]1 |f:1.2|. Procedure details: 1-[(2-methoxyquinolin-3-yl)aminocarbonyl]-4-(3,5-dimethoxyphenyl)piperazine(106 mg, 0.25 mmol) was dissolved in dimethylformamide(15 ml) and sodium hydride(6.2 mg, 0.26 mmol) was added and the solution was stirred at room temperature for 15 min. Bromomethylcyclopropane(22 mg, 0.26 mmol) was added to the above solution. The mixture was stirred at room temperature for 16 hours and concentrated under the reduced pressure to remove dimethylformamide. The concentrate was purified by column chromatogr...